Dataset: the Open Reaction Database (ORD), a public repository of structured organic reaction records. Task: describe an organic reaction: reactants, conditions, products, and yield The reactants are O=C([O-])[O-], CO, [K+], [K+], COC(=O)C1CCCN1[N+]([O-])=NOCCCCCOC(=O)c1ccc([N+](=O)[O-])cc1. Yields the product COC(=O)C1CCCN1[N+]([O-])=NOCCCCCO. RXN SMILES: [C:31](=[O:32])([O-:33])[O-:34].[CH3:37][OH:38].[K+:35].[K+:36].[N+:1]([c:2]1[cH:3][cH:4][c:5]([C:6](=[O:7])[O:12][CH2:13][CH2:14][CH2:15][CH2:16][CH2:17][O:18][N:19]=[N+:20]([O-:21])[N:22]2[CH:23]([C:24](=[O:25])[O:26][CH3:27])[CH2:28][CH2:29][CH2:30]2)[cH:8][cH:9]1)([O-:10])=[O:11]>>[OH:12][CH2:13][CH2:14][CH2:15][CH2:16][CH2:17][O:18][N:19]=[N+:20]([O-:21])[N:22]1[CH:23]([C:24](=[O:25])[O:26][CH3:27])[CH2:28][CH2:29][CH2:30]1.